Dataset: the Open Reaction Database (ORD), a public repository of structured organic reaction records. Task: describe an organic reaction: reactants, conditions, products, and yield The reactants are C(#N)C(CCC(=O)OC)(CCC(=O)OC)C1=CC(=C(C=C1)OC)OC1CCCC1 (dimethyl 4-cyano-4-(3-cyclopentyloxy-4-methoxyphenyl)pimelate), C[O-].[Na+] (sodium methoxide), Cl (HCl). Run in C1(=CC=CC=C1)C (toluene), C1(=CC=CC=C1)C (toluene). Run at temperature 80 celsius, time 2 hour. Yields the product C(=O)(OC)C1C(CCC(C1)(C1=CC(=C(C=C1)OC)OC1CCCC1)C#N)=O (2-carbomethoxy-4-cyano-4-(3-cyclopentyloxy-4-methoxyphenyl)cyclohexane-1-one). RXN SMILES: C[O-].[Na+].[C:4]([C:6]([C:19]1[CH:24]=[CH:23][C:22]([O:25][CH3:26])=[C:21]([O:27][CH:28]2[CH2:32][CH2:31][CH2:30][CH2:29]2)[CH:20]=1)([CH2:13][CH2:14][C:15]([O:17]C)=O)[CH2:7][CH2:8][C:9]([O:11][CH3:12])=[O:10])#[N:5].Cl>C1(C)C=CC=CC=1>[C:9]([CH:8]1[CH2:7][C:6]([C:4]#[N:5])([C:19]2[CH:24]=[CH:23][C:22]([O:25][CH3:26])=[C:21]([O:27][CH:28]3[CH2:32][CH2:31][CH2:30][CH2:29]3)[CH:20]=2)[CH2:13][CH2:14][C:15]1=[O:17])([O:11][CH3:12])=[O:10] |f:0.1|. Procedure details: To a suspension of sodium methoxide (350 mL, 1.55 mol, 25% w/w in methanol) in toluene (2.45 L) heated to 80° C. under a nitrogen atmosphere was added a solution of dimethyl 4-cyano-4-(3-cyclopentyloxy-4-methoxyphenyl)pimelate (350.0 g, 0.87 mol) in toluene (1.05 L) over 10 min. The reaction was heated to 85° C. by distilling away 250 mL of solvent and was vigorously stirred under nitrogen for 2 hours. The reaction was cooled to 50° C. and was quenched with 3N (aq) HCl (700 mL, 2.1 mol). The org... Reactants: COC(=O)c1cc(Cl)cn1N, CO, O=Cc1ccc(-c2ccccc2)cc1. Yields the product COC(=O)c1cc(Cl)cn1N=Cc1ccc(-c2ccccc2)cc1. Reaction SMILES: [CH3:1][O:2][C:3](=[O:4])[c:5]1[n:6]([NH2:11])[cH:7][c:8]([Cl:10])[cH:9]1.[CH3:26][OH:27].[c:12]1(-[c:18]2[cH:19][cH:20][c:21]([CH:22]=[O:23])[cH:24][cH:25]2)[cH:13][cH:14][cH:15][cH:16][cH:17]1>>[CH3:1][O:2][C:3](=[O:4])[c:5]1[n:6]([N:11]=[CH:22][c:21]2[cH:20][cH:19][c:18](-[c:12]3[cH:13][cH:14][cH:15][cH:16][cH:17]3)[cH:25][cH:24]2)[cH:7][c:8]([Cl:10])[cH:9]1. Reactants: CC=1N(C2=C(C(=NC=3CCCCC23)N)N1)CCOCC#C (2-methyl-1-[2-(prop-2-ynyloxy)ethyl]-6,7,8,9-tetrahydro-1H-imidazo[4,5-c]quinolin-4-amine), IC1=CC=CC=C1 (iodobenzene). Reaction conditions: temperature 50 celsius, time 18 hour. Product: CC=1N(C2=C(C(=NC=3CCCCC23)N)N1)CCOCC#CC1=CC=CC=C1 (2-methyl-1-{2-[(3-phenylprop-2-ynyl)oxy]ethyl}-6,7,8,9-tetrahydro-1H-imidazo[4,5-c]quinolin-4-amine). Isolated yield 21.7%. Reaction SMILES: [CH3:1][C:2]1[N:3]([CH2:16][CH2:17][O:18][CH2:19][C:20]#[CH:21])[C:4]2[C:13]3[CH2:12][CH2:11][CH2:10][CH2:9][C:8]=3[N:7]=[C:6]([NH2:14])[C:5]=2[N:15]=1.I[C:23]1[CH:28]=[CH:27][CH:26]=[CH:25][CH:24]=1>>[CH3:1][C:2]1[N:3]([CH2:16][CH2:17][O:18][CH2:19][C:20]#[C:21][C:23]2[CH:28]=[CH:27][CH:26]=[CH:25][CH:24]=2)[C:4]2[C:13]3[CH2:12][CH2:11][CH2:10][CH2:9][C:8]=3[N:7]=[C:6]([NH2:14])[C:5]=2[N:15]=1. Reported procedure: Using the general method of Example 12 Part A, 2-methyl-1-[2-(prop-2-ynyloxy)ethyl]-6,7,8,9-tetrahydro-1H-imidazo[4,5-c]quinolin-4-amine (0.396 g, 1.392 mmol) was reacted with iodobenzene (0.17 mL, 1.532 mmol) at ambient temperature. After 18 hours the reaction was incomplete. The solution was heated to 50° C. for 3 hours to complete the reaction. The volatiles were removed under reduced pressure. The resulting oil was partitioned between dichloromethane and 4% aqueous sodium carbonate and the o...